This data is from the Open Reaction Database (ORD), a public repository of structured organic reaction records. The task is: describe an organic reaction: reactants, conditions, products, and yield The reactants are CC1CCC(C(=O)O)N1C(=O)OC(C)(C)C, O=C([O-])[O-], CC1CCC(C(=O)OCC(=O)c2ccc3c(c2)COc2cc4c(cc2-3)CCC(Br)C4=O)N1C(=O)OC(C)(C)C, CC(C)=O, ClCCl, [Cs+], [Cs+]. Yields the product CC1CCC(C(=O)OCC(=O)c2ccc3c(c2)COc2cc4c(cc2-3)CCC(OC(=O)C2CCC(C)N2C(=O)OC(C)(C)C)C4=O)N1C(=O)OC(C)(C)C. As a reaction SMILES: [C:40]([CH3:41])([CH3:42])([CH3:43])[O:44][C:45](=[O:46])[N:47]1[CH:48]([C:53](=[O:54])[OH:55])[CH2:49][CH2:50][CH:51]1[CH3:52].[C:56](=[O:57])([O-:58])[O-:59].[CH3:1][CH:2]1[CH2:3][CH2:4][CH:5]([C:14](=[O:15])[O:16][CH2:17][C:18](=[O:19])[c:20]2[cH:21][cH:22][c:23]3[c:24]([cH:39]2)[CH2:25][O:26][c:27]2[cH:28][c:29]4[c:30]([cH:31][c:32]2-3)[CH2:33][CH2:34][CH:35]([Br:38])[C:36]4=[O:37])[N:6]1[C:7](=[O:8])[O:9][C:10]([CH3:11])([CH3:12])[CH3:13].[CH3:62][C:63](=[O:64])[CH3:65].[Cl:66][CH2:67][Cl:68].[Cs+:60].[Cs+:61]>>[CH3:1][CH:2]1[CH2:3][CH2:4][CH:5]([C:14](=[O:15])[O:16][CH2:17][C:18](=[O:19])[c:20]2[cH:21][cH:22][c:23]3[c:24]([cH:39]2)[CH2:25][O:26][c:27]2[cH:28][c:29]4[c:30]([cH:31][c:32]2-3)[CH2:33][CH2:34][CH:35]([O:55][C:53]([CH:48]2[N:47]([C:45]([O:44][C:40]([CH3:41])([CH3:42])[CH3:43])=[O:46])[CH:51]([CH3:52])[CH2:50][CH2:49]2)=[O:54])[C:36]4=[O:37])[N:6]1[C:7](=[O:8])[O:9][C:10]([CH3:11])([CH3:12])[CH3:13]. Reactants: ClC=1C=CC(=C(C1)C=1N=C(SC1C(=O)OCC)C)OC (ethyl 4-(5-chloro-2-methoxyphenyl)-2-methylthiazole-5-carboxylate), [OH-].[K+] (potassium hydroxide), Cl (HCl). Solvent: C1CCOC1 (THF), O (water). Reaction conditions: time 20 hour. The product is ClC=1C=CC(=C(C1)C=1N=C(SC1C(=O)O)C)OC (4-(5-chloro-2-methoxyphenyl)-2-methylthiazole-5-carboxylic acid). Yield: 95.0%. Reaction SMILES: [Cl:1][C:2]1[CH:3]=[CH:4][C:5]([O:19][CH3:20])=[C:6]([C:8]2[N:9]=[C:10]([CH3:18])[S:11][C:12]=2[C:13]([O:15]CC)=[O:14])[CH:7]=1.[OH-].[K+].Cl>C1COCC1.O>[Cl:1][C:2]1[CH:3]=[CH:4][C:5]([O:19][CH3:20])=[C:6]([C:8]2[N:9]=[C:10]([CH3:18])[S:11][C:12]=2[C:13]([OH:15])=[O:14])[CH:7]=1 |f:1.2|. Procedure details: A mixture of ethyl 4-(5-chloro-2-methoxyphenyl)-2-methylthiazole-5-carboxylate (520 mg, 1.67 mmol) and potassium hydroxide (125 mg) in THF (18 mL) and water (4.5 mL) was stirred for 20 hours at room temperature and then at 75° C. for a further 8 hours. The solution was treated with 1M HCl aq. (pH 2) and extracted with DCM. The organics were evaporated to dryness to give 450 mg (95%) of 4-(5-chloro-2-methoxyphenyl)-2-methylthiazole-5-carboxylic acid as a white solid. LCMS (ESI) m+H=284.3; 1H NMR ... The reactants are NC1=C(C#N)C(=CC=C1)OC1C=CCCC1 (2-amino-6-(cyclohex-2-en-1-yloxy)benzonitrile), O=C(CC(=O)OCC)C (ethyl 3-oxobutanoate). Yields the product NC1=C(C(=NC=2C=CC3=C(C12)OC1C3CCCC1)C)C(=O)OCC (ethyl 1-amino-3-methyl-6b,7,8,9,10,10a-hexahydrobenzofuro[2,3-f]quinoline-2-carboxylate). RXN SMILES: [NH2:1][C:2]1[CH:9]=[CH:8][CH:7]=[C:6]([O:10][CH:11]2[CH2:16][CH2:15][CH2:14][CH:13]=[CH:12]2)[C:3]=1[C:4]#[N:5].O=[C:18]([CH3:25])[CH2:19][C:20]([O:22][CH2:23][CH3:24])=[O:21]>>[NH2:5][C:4]1[C:3]2[C:6]3[O:10][CH:11]4[CH2:16][CH2:15][CH2:14][CH2:13][CH:12]4[C:7]=3[CH:8]=[CH:9][C:2]=2[N:1]=[C:18]([CH3:25])[C:19]=1[C:20]([O:22][CH2:23][CH3:24])=[O:21]. Procedure: Prepared as in Example 2a from 2-amino-6-(cyclohex-2-en-1-yloxy)benzonitrile (Example 131b) and ethyl 3-oxobutanoate as a pale yellow solid (11%). MS 327 (MH+). Reactants: C(C1=CC=CC=C1)OC=1C(=[N+](C(=C(N1)COC1OCCCC1)Cl)[O-])CC(C)C (3-benzyloxy-6-chloro-2-isobutyl-5-(2-tetrahydropyranyloxymethyl)pyrazine 1-oxide), CN(C=O)C (dimethylformamide), C(C1=CC=CC=C1)O (benzyl alcohol), [H-].[Na+] (sodium hydride). Reagents/catalysts: [Br-].C(CCC)[N+](CCCC)(CCCC)CCCC (tetrabutylammonium bromide). Solvent: C(C)OCC (diethyl ether). Conditions: time 40 minute. Product: C(C1=CC=CC=C1)OC1=[N+](C(=C(N=C1COC1OCCCC1)OCC1=CC=CC=C1)CC(C)C)[O-] (2,5-dibenzyloxy-6-isobutyl-3-(2-tetrahydropyranyloxymethyl)pyrazine 1-oxide). RXN SMILES: [CH2:1]([O:8][C:9]1[C:10]([CH2:25][CH:26]([CH3:28])[CH3:27])=[N+:11]([O-:24])[C:12](Cl)=[C:13]([CH2:15][O:16][CH:17]2[CH2:22][CH2:21][CH2:20][CH2:19][O:18]2)[N:14]=1)[C:2]1[CH:7]=[CH:6][CH:5]=[CH:4][CH:3]=1.CN(C)C=O.[CH2:34]([OH:41])[C:35]1[CH:40]=[CH:39][CH:38]=[CH:37][CH:36]=1.[H-].[Na+]>[Br-].C([N+](CCCC)(CCCC)CCCC)CCC.C(OCC)C>[CH2:34]([O:41][C:12]1[C:13]([CH2:15][O:16][CH:17]2[CH2:22][CH2:21][CH2:20][CH2:19][O:18]2)=[N:14][C:9]([O:8][CH2:1][C:2]2[CH:7]=[CH:6][CH:5]=[CH:4][CH:3]=2)=[C:10]([CH2:25][CH:26]([CH3:28])[CH3:27])[N+:11]=1[O-:24])[C:35]1[CH:40]=[CH:39][CH:38]=[CH:37][CH:36]=1 |f:3.4,5.6|. Procedure: There was stirred, for 40 minutes at room temperature, a mixture of 170 mg of 3-benzyloxy-6-chloro-2-isobutyl-5-(2-tetrahydropyranyloxymethyl)pyrazine 1-oxide, 72 mg of tetrabutylammonium bromide, 1.5 ml of dry dimethylformamide, 230 μl of benzyl alcohol and 42.5 mg of 60% sodium hydride. The reaction mixture was stirred at room temperature for 40 minutes, diluted with diethyl ether, then the mixture was washed with water several times and dried over magnesium sulfate. The solvent was removed by...